From a dataset of the Open Reaction Database (ORD), a public repository of structured organic reaction records. describe an organic reaction: reactants, conditions, products, and yield The reactants are COC=1C=CC(=CC1)P2(=S)SP(=S)(S2)C=3C=CC(=CC3)OC (Lawesson's reagent), ClC1=C(C2=CC=C(C(=C2C=C1)C(F)(F)F)OC)C(=O)N(CC(=O)OC)C (N-[[2-chloro-6-methoxy-5-(trifluoromethyl)-1-naphthalenyl]carbonyl]-N-methylglycine, methyl ester), COC=1C=CC(=CC1)P2(=S)SP(=S)(S2)C=3C=CC(=CC3)OC (Lawesson's reagent). The solvent is C1(=CC=CC=C1)C (toluene). Product: ClC1=C(C2=CC=C(C(=C2C=C1)C(F)(F)F)OC)C(N(CC(=O)OC)C)=S (N-[[2-Chloro-6-methoxy-5-(trifluoromethyl)-1-naphthalenyl]thioxomethyl]-N-methylglycine, Methyl Ester). The yield is 51.4%. Reaction SMILES: COC1C=CC(P2(SP(C3C=CC(OC)=CC=3)(=S)S2)=[S:10])=CC=1.[Cl:23][C:24]1[CH:33]=[CH:32][C:31]2[C:26](=[CH:27][CH:28]=[C:29]([O:38][CH3:39])[C:30]=2[C:34]([F:37])([F:36])[F:35])[C:25]=1[C:40]([N:42]([CH3:48])[CH2:43][C:44]([O:46][CH3:47])=[O:45])=O>C1(C)C=CC=CC=1>[Cl:23][C:24]1[CH:33]=[CH:32][C:31]2[C:26](=[CH:27][CH:28]=[C:29]([O:38][CH3:39])[C:30]=2[C:34]([F:37])([F:36])[F:35])[C:25]=1[C:40](=[S:10])[N:42]([CH3:48])[CH2:43][C:44]([O:46][CH3:47])=[O:45]. Reported procedure: Lawesson's reagent (1.9 g, 0.6 eq) was added to a stirred suspension of N-[[2-chloro-6-methoxy-5-(trifluoromethyl)-1-naphthalenyl]carbonyl]-N-methylglycine, methyl ester (3.00 g, 7.70 mmole) in toluene (30 mL) at room temperature under nitrogen. The reaction was heated to reflux for 42 hours with more Lawesson's reagent (3.9 g, 1.2 eq) added in three equal portions after 11/4, 171/2 and 231/2 hours. The reaction mixture was cooled to room temperature, filtered, and the filtrate absorbed onto sil... Conditions: time 8 hour. Reported procedure: N-(2-Aminoethyl)-3-methoxybenzo[b]thiophene-2-carboxamide (1.56 g) was dissolved in dimethyl fomamide (50 ml) and triethylamine (0.63 g) added. To this stirred solution was added phenethylbromide (1.27 g) and left overnight at ambient temperature. Ice-water was added, and the product extracted with ethyl acetate (3×50 ml). Organic fractions were collected, washed with water (4×50 ml),dried, filtered to yield, after removing the solvent, a clear oil. Flash chromatography eluting with 5% methanol-... Yields the product S1C2=C(C=C1C(=O)N)C=CC=C2 (benzo[b]thiophene-2-carboxamide). Solvent: C(C)N(CC)CC (triethylamine). The reactants are C(CC1=CC=CC=C1)Br (phenethylbromide), NCCNC(=O)C1=C(C2=C(S1)C=CC=C2)OC (N-(2-Aminoethyl)-3-methoxybenzo[b]thiophene-2-carboxamide), Ice water. RXN SMILES: NCC[NH:4][C:5]([C:7]1[S:11][C:10]2[CH:12]=[CH:13][CH:14]=[CH:15][C:9]=2[C:8]=1OC)=[O:6].C(Br)CC1C=CC=CC=1>C(N(CC)CC)C>[S:11]1[C:7]([C:5]([NH2:4])=[O:6])=[CH:8][C:9]2[CH:15]=[CH:14][CH:13]=[CH:12][C:10]1=2.